The task is: describe an organic reaction: reactants, conditions, products, and yield. This data is from the Open Reaction Database (ORD), a public repository of structured organic reaction records. The reactants are CCc1cc(Br)ccc1CBr, CN(C)C=O, O, c1cn[nH]c1. Yields the product CCc1cc(Br)ccc1Cn1cccn1. Reaction SMILES: [Br:6][c:7]1[cH:8][c:9]([CH2:15][CH3:16])[c:10]([CH2:13][Br:14])[cH:11][cH:12]1.[O:17]=[CH:18][N:19]([CH3:20])[CH3:21].[OH2:22].[nH:1]1[n:2][cH:3][cH:4][cH:5]1>>[n:1]1([CH2:13][c:10]2[c:9]([CH2:15][CH3:16])[cH:8][c:7]([Br:6])[cH:12][cH:11]2)[n:2][cH:3][cH:4][cH:5]1. Reactants: C1(CCCC1)N (cyclopentylamine), C(C=C)#N (acrylonitrile). The solvent is CO (methanol). Run at time 30 minute. Product: C1(CCCC1)NCCC#N (3-(Cyclopentylamino)propanenitrile). Reaction SMILES: [CH:1]1([NH2:6])[CH2:5][CH2:4][CH2:3][CH2:2]1.[C:7](#[N:10])[CH:8]=[CH2:9]>CO>[CH:1]1([NH:6][CH2:9][CH2:8][C:7]#[N:10])[CH2:5][CH2:4][CH2:3][CH2:2]1. Procedure details: At room temperature, cyclopentylamine (5.794 mL, 58.7 mmol) was added dropwise to a solution of acrylonitrile (5.79 mL, 88.1 mmol) in methanol (7 mL). The solution was stirred at room temperature for 30 mins and at reflux for 1 hr, cooled to room temperature, and concentrated under reduced pressure. The desired product as obtained by distillation under vacuum to provide a clear liquid (7.4 g, 91%). 1H NMR (CDCl3, 300 MHz) δ 3.14-3.04 (quint, 1H, J=6.3 Hz), 2.91-2.87 (t, 2H, J=6.9 Hz), 2.53-2.48 ... Starting materials: O (water), COC=1C=C(C=CC1)C(C(=O)OC)O (Methyl 2-(3-methoxyphenyl)glycolate), COC1=NC(=NC(=C1)OC)S(=O)(=O)C (4,6-dimethoxy-2-methylsulphonylpyrimidine), C([O-])([O-])=O.[K+].[K+] (potassium carbonate). Run in CN(C=O)C (dimethylformamide). Run at temperature 90 celsius, time 20 minute. Product: COC=1C=C(C=CC1)C(C(=O)OC)OC1=NC(=CC(=N1)OC)OC (Methyl 2-(3-methoxyphenyl)-2-(4,6-dimethoxy-2-pyrimidinyloxy)acetate). As a reaction SMILES: [CH3:1][O:2][C:3]1[CH:4]=[C:5]([CH:9]([OH:14])[C:10]([O:12][CH3:13])=[O:11])[CH:6]=[CH:7][CH:8]=1.C(=O)([O-])[O-].[K+].[K+].[CH3:21][O:22][C:23]1[CH:28]=[C:27]([O:29][CH3:30])[N:26]=[C:25](S(C)(=O)=O)[N:24]=1.O>CN(C)C=O>[CH3:1][O:2][C:3]1[CH:4]=[C:5]([CH:9]([O:14][C:25]2[N:26]=[C:27]([O:29][CH3:30])[CH:28]=[C:23]([O:22][CH3:21])[N:24]=2)[C:10]([O:12][CH3:13])=[O:11])[CH:6]=[CH:7][CH:8]=1 |f:1.2.3|. Reported procedure: 8 g (230 mmol) Methyl 2-(3-methoxyphenyl)glycolate was dissolved in 100 ml dimethylformamide and treated with 2.8 g (20.4 mmol) potassium carbonate. After 20 minutes stirring, 8.8 g (40.7 mmol) 4,6-dimethoxy-2-methylsulphonylpyrimidine was added and the mixture heated for 1 hour at 90° C. The reaction mixture was then poured into 100 ml water and extracted with 100 ml ethyl acetate. The combined ethyl acetate phase was washed with water, dried over magnesium sulphate and evaporated. The residue ... Starting materials: C1(CC1)NC(=O)C1=CN=C(S1)/N=C/N(C)C (N-cyclopropyl-2-{[(1E)-(dimethylamino)methylidene]amino}-1,3-thiazole-5-carboxamide). The solvent is [NH4+].[OH-] (NH4OH). Reaction conditions: time 4 hour. Yields the product NC=1SC(=CN1)C(=O)NC1CC1 (2-Amino-N-cyclopropyl-1,3-thiazole-5-carboxamide). As a reaction SMILES: [CH:1]1([NH:4][C:5]([C:7]2[S:11][C:10](/[N:12]=C/N(C)C)=[N:9][CH:8]=2)=[O:6])[CH2:3][CH2:2]1>[NH4+].[OH-]>[NH2:12][C:10]1[S:11][C:7]([C:5]([NH:4][CH:1]2[CH2:2][CH2:3]2)=[O:6])=[CH:8][N:9]=1 |f:1.2|. Reported procedure: N-cyclopropyl-2-{[(1E)-(dimethylamino)methylidene]amino}-1,3-thiazole-5-carboxamide 23-3 (1.01 g, 4.23 mmol) was heated to 75° C. in 20 mL of concentrated NH4OH in a sealed tube. After 4 hours the hydrolysis was complete and most of the liquid was evaporated off. Additional water was then added and the pH adjusted to 6. The aqueous layer was extracted with ethyl acetate (4×) and all organics were combined, dried, evaporated and flushed with toluene (2×). 1H-NMR (DMSO): 8.06 ppm (s, 1H); 7.55 ppm... Starting materials: COc1cc(C(C)=O)cc(OC)c1OC, COc1c(O)ccc2c(C=O)c[nH]c12. The product is COc1cc(C(=O)C=Cc2c[nH]c3c(OC)c(O)ccc23)cc(OC)c1OC. Reaction SMILES: [CH3:1][O:2][c:3]1[cH:4][c:5]([C:13]([CH3:14])=[O:15])[cH:6][c:7]([O:11][CH3:12])[c:8]1[O:9][CH3:10].[OH:16][c:17]1[cH:18][cH:19][c:20]2[c:21]([CH:28]=[O:29])[cH:22][nH:23][c:24]2[c:25]1[O:26][CH3:27]>>[CH3:1][O:2][c:3]1[cH:4][c:5]([C:13]([CH:14]=[CH:28][c:21]2[c:20]3[cH:19][cH:18][c:17]([OH:16])[c:25]([O:26][CH3:27])[c:24]3[nH:23][cH:22]2)=[O:15])[cH:6][c:7]([O:11][CH3:12])[c:8]1[O:9][CH3:10]. Procedure details: A solution of 2-[1-(4-chlorophenyl)cyclobutyl]-2-dimethylaminoacetontrile (15 g prepared as described in Example A) in dry tetrahydrofuran (50 ml) was added with stirring at -70° C. over a period of 35 minutes to a solution of lithium diisopropylamide [prepared by the addition of a 2.7M solution of butyllithium in hexane (37 ml) to a solution of diisopropylamine (15 ml) in dry tetrahydrofuran (45 ml) at 5° C.] followed by stirring for 1 hour at a temperature below 5° C. A portion (ca. 100 ml) of... Product: ClC1=CC=C(C=C1)C1(CCC1)C(C(CCCCC)=O)N(C)C (1-[1-(4-chlorophenyl)cyclobutyl]-1-dimethylaminoheptan-2-one). Conditions: time 1 hour. The solvent is O1CCCC1 (tetrahydrofuran), O1CCCC1 (tetrahydrofuran), O1CCCC1 (tetrahydrofuran). Reactants: solution, C(CCC)[Li] (butyllithium), C(C)(C)NC(C)C (diisopropylamine), CCCCCC (hexane), C(CCCCC)=O (hexanal), [Cl-].[NH4+] (ammonium chloride), 2-[1-(4-chlorophenyl)cyclobutyl]-2-dimethylaminoacetontrile, C(C)(C)[N-]C(C)C.[Li+] (lithium diisopropylamide), above solution. Reaction SMILES: [CH:1]([N-:4][CH:5](C)C)(C)C.[Li+].[CH2:9]([Li])[CH2:10][CH2:11][CH3:12].C(N[CH:18]([CH3:20])C)(C)C.[CH:21](=[O:27])[CH2:22][CH2:23][CH2:24][CH2:25][CH3:26].[Cl-:28].[NH4+].C[CH2:31][CH2:32][CH2:33][CH2:34][CH3:35]>O1CCCC1>[Cl:28][C:9]1[CH:20]=[CH:18][C:12]([C:23]2([CH:22]([N:4]([CH3:1])[CH3:5])[C:21](=[O:27])[CH2:35][CH2:34][CH2:33][CH2:32][CH3:31])[CH2:26][CH2:25][CH2:24]2)=[CH:11][CH:10]=1 |f:0.1,5.6|. The reactants are Cc1nc2c3c(ccn2c1C)C(=O)C(OC(=O)C(C)(C)C)C(c1ccccc1)N3, CC(=O)Cl, Cc1ccccc1. Yields the product CC(=O)N1c2c(ccn3c(C)c(C)nc23)C(=O)C(OC(=O)C(C)(C)C)C1c1ccccc1. As a reaction SMILES: [CH3:1][c:2]1[n:3][c:4]2[n:5]([cH:6][cH:7][c:8]3[c:13]2[NH:12][CH:11]([c:14]2[cH:15][cH:16][cH:17][cH:18][cH:19]2)[CH:10]([O:20][C:21]([C:22]([CH3:23])([CH3:24])[CH3:25])=[O:26])[C:9]3=[O:27])[c:28]1[CH3:29].[CH3:30][C:31]([Cl:32])=[O:33].[CH3:34][c:35]1[cH:36][cH:37][cH:38][cH:39][cH:40]1>>[CH3:1][c:2]1[n:3][c:4]2[n:5]([cH:6][cH:7][c:8]3[c:13]2[N:12]([C:31]([CH3:30])=[O:33])[CH:11]([c:14]2[cH:15][cH:16][cH:17][cH:18][cH:19]2)[CH:10]([O:20][C:21]([C:22]([CH3:23])([CH3:24])[CH3:25])=[O:26])[C:9]3=[O:27])[c:28]1[CH3:29]. The reactants are BrC1C=2C(=NC(=NC2CCC1)C(F)(F)F)Cl (5-bromo-4-chloro-5,6,7,8-tetrahydro-2-trifluoromethylquinazoline), C(C)(=O)[O-].[Na+] (sodium acetate), Cl.N1N=NN=C1C1=C(C=CC=C1)C1=CC=C(C=C1)CN (N-[[2'-(1H-tetrazol-5-yl)[1,1'-biphenyl]-4-yl]methyl]amine hydrochloride). The solvent is CS(=O)C (DMSO). Conditions: temperature 40 celsius. Yields the product C(C)(=O)OC1C=2C(=NC(=NC2CCC1)C(F)(F)F)NCC1=CC=C(C=C1)C1=C(C=CC=C1)C1=NN=NN1 (5-(acetyloxy)-5,6,7,8-tetrahydro-N-[[2'-(1H-tetrazol-5-yl)[1,1'-biphenyl]-4-yl]methyl]-2-(trifluoromethyl)-4-quinazolinamine). Yield: 26.2%. As a reaction SMILES: Br[CH:2]1[CH2:11][CH2:10][CH2:9][C:8]2[N:7]=[C:6]([C:12]([F:15])([F:14])[F:13])[N:5]=[C:4](Cl)[C:3]1=2.[C:17]([O-:20])(=[O:19])[CH3:18].[Na+].Cl.[NH:23]1[C:27]([C:28]2[CH:33]=[CH:32][CH:31]=[CH:30][C:29]=2[C:34]2[CH:39]=[CH:38][C:37]([CH2:40][NH2:41])=[CH:36][CH:35]=2)=[N:26][N:25]=[N:24]1>CS(C)=O>[C:17]([O:20][CH:2]1[CH2:11][CH2:10][CH2:9][C:8]2[N:7]=[C:6]([C:12]([F:15])([F:14])[F:13])[N:5]=[C:4]([NH:41][CH2:40][C:37]3[CH:38]=[CH:39][C:34]([C:29]4[CH:30]=[CH:31][CH:32]=[CH:33][C:28]=4[C:27]4[NH:26][N:25]=[N:24][N:23]=4)=[CH:35][CH:36]=3)[C:3]1=2)(=[O:19])[CH3:18] |f:1.2,3.4|. Procedure: To 25 mL of DMSO was added 4.5 g of 5-bromo-4-chloro-5,6,7,8-tetrahydro-2-trifluoromethylquinazoline and 4.7 g of anhydrous sodium acetate. The reaction mixture was warmed for 2 hours at which time 4.1 g of N-[[2'-(1H-tetrazol-5-yl)[1,1'-biphenyl]-4-yl]methyl]amine hydrochloride was added and the reaction was heated to 40° C. overnight. The crude reaction mixture was purified on silica gel (20% methanol/chloroform) to yield the title product (1.9 g, 24%); 1H NMR (DMSO-d6, 400 MHz) δ 7.78 (m, 1H)... Procedure: In a microwave vial, methyl 2-((S)-6-((R)-7-fluoro-4-(4,4,5,5-tetramethyl-1,3,2-dioxaborolan-2-yl)-2,3-dihydro-1H-inden-1-yloxy)-2,3-dihydrobenzofuran-3-yl)acetate (75 mg), 4-iodo-N,N,3,5-tetramethylbenzamide (97 mg), K3PO4 (102 mg) and dicyclohexyl(2′,6′-dimethoxybiphenyl-2-yl)phosphine (S-Phos) (7 mg) are suspended in toluene (2 mL) and water (0.2 mL) and purged for 10 minutes with argon. Palladium-(II)-acetate (4 mg) are added, the vial is sealed and the mixture is stirred at 120° C. for 5 ho... Run at temperature 120 celsius, time 5 hour. Run in C1(=CC=CC=C1)C (toluene). Reaction SMILES: [F:1][C:2]1[CH:3]=[CH:4][C:5](B2OC(C)(C)C(C)(C)O2)=[C:6]2[C:10]=1[C@H:9]([O:11][C:12]1[CH:25]=[CH:24][C:15]3[C@H:16]([CH2:19][C:20]([O:22][CH3:23])=[O:21])[CH2:17][O:18][C:14]=3[CH:13]=1)[CH2:8][CH2:7]2.I[C:36]1[C:46]([CH3:47])=[CH:45][C:39]([C:40]([N:42]([CH3:44])[CH3:43])=[O:41])=[CH:38][C:37]=1[CH3:48].[O-]P([O-])([O-])=O.[K+].[K+].[K+].C1(P(C2CCCCC2)C2C=CC=CC=2C2C(OC)=CC=CC=2OC)CCCCC1>C1(C)C=CC=CC=1>[CH3:43][N:42]([CH3:44])[C:40]([C:39]1[CH:38]=[C:37]([CH3:48])[C:36]([C:5]2[CH:4]=[CH:3][C:2]([F:1])=[C:10]3[C:6]=2[CH2:7][CH2:8][C@H:9]3[O:11][C:12]2[CH:25]=[CH:24][C:15]3[C@H:16]([CH2:19][C:20]([O:22][CH3:23])=[O:21])[CH2:17][O:18][C:14]=3[CH:13]=2)=[C:46]([CH3:47])[CH:45]=1)=[O:41] |f:2.3.4.5|. Yields the product CN(C(=O)C1=CC(=C(C(=C1)C)C1=C2CC[C@H](C2=C(C=C1)F)OC1=CC2=C([C@@H](CO2)CC(=O)OC)C=C1)C)C (Methyl 2-((S)-6-((R)-4-(4-(dimethylcarbamoyl)-2,6-dimethylphenyl)-7-fluoro-2,3-dihydro-1H-inden-1-yloxy)-2,3-dihydrobenzofuran-3-yl)acetate). The reactants are FC=1C=CC(=C2CC[C@H](C12)OC1=CC2=C([C@@H](CO2)CC(=O)OC)C=C1)B1OC(C(O1)(C)C)(C)C (methyl 2-((S)-6-((R)-7-fluoro-4-(4,4,5,5-tetramethyl-1,3,2-dioxaborolan-2-yl)-2,3-dihydro-1H-inden-1-yloxy)-2,3-dihydrobenzofuran-3-yl)acetate), C1(CCCCC1)P(C1=C(C=CC=C1)C1=C(C=CC=C1OC)OC)C1CCCCC1 (dicyclohexyl(2′,6′-dimethoxybiphenyl-2-yl)phosphine), IC1=C(C=C(C(=O)N(C)C)C=C1C)C (4-iodo-N,N,3,5-tetramethylbenzamide), [O-]P(=O)([O-])[O-].[K+].[K+].[K+] (K3PO4).